Dataset: the Open Reaction Database (ORD), a public repository of structured organic reaction records. Task: describe an organic reaction: reactants, conditions, products, and yield Reactants: C(C1=CC=CC=C1)(C1=CC=CC=C1)N1CC(C1)=NC[C@@H](COC1=CC=C(C=C1)OCC1=CC=CC=C1)O ((2S)-1-(1-Benzhydryl-azetidin-3-ylideneamino)-3-(4-benzyloxy-phenoxy)-propan-2-ol), O1CCCC1.B (borane- tetrahydrofuran). Solvent: O1CCCC1 (tetrahydrofuran). Conditions: time 20 hour. The product is C(C1=CC=CC=C1)(C1=CC=CC=C1)N1CC(C1)NC[C@@H](COC1=CC=C(C=C1)OCC1=CC=CC=C1)O ((2S)-1-(1-Benzhydryl-azetidin-3-ylamino)-3-(4-benzyloxy-phenoxy)-propan-2-ol). Yield: 93.0%. RXN SMILES: [CH:1]([N:14]1[CH2:17][C:16](=[N:18][CH2:19][C@H:20]([OH:37])[CH2:21][O:22][C:23]2[CH:28]=[CH:27][C:26]([O:29][CH2:30][C:31]3[CH:36]=[CH:35][CH:34]=[CH:33][CH:32]=3)=[CH:25][CH:24]=2)[CH2:15]1)([C:8]1[CH:13]=[CH:12][CH:11]=[CH:10][CH:9]=1)[C:2]1[CH:7]=[CH:6][CH:5]=[CH:4][CH:3]=1.O1CCCC1.B>O1CCCC1>[CH:1]([N:14]1[CH2:15][CH:16]([NH:18][CH2:19][C@H:20]([OH:37])[CH2:21][O:22][C:23]2[CH:24]=[CH:25][C:26]([O:29][CH2:30][C:31]3[CH:32]=[CH:33][CH:34]=[CH:35][CH:36]=3)=[CH:27][CH:28]=2)[CH2:17]1)([C:2]1[CH:3]=[CH:4][CH:5]=[CH:6][CH:7]=1)[C:8]1[CH:13]=[CH:12][CH:11]=[CH:10][CH:9]=1 |f:1.2|. Procedure: To a solution of (2S)-1-(1-Benzhydryl-azetidin-3-ylideneamino)-3-(4-benzyloxy-phenoxy)-propan-2-ol (0.49 g, 1 mmol) in tetrahydrofuran (4 ml) was added 1.2 ml of borane- tetrahydrofuran (1.0 M in THF), and the mixture was stirred at room temperature for 20 h. It was then quenched with 1.5 ml of 2 N NaOH, and the volatiles were evaporated. The aqueous solution was removed, and the residue was washed with water, and treated with 3 ml of 2 N HCl and 3 ml of methanol for 20 h. The mixture was then m...